Dataset: the Open Reaction Database (ORD), a public repository of structured organic reaction records. Task: describe an organic reaction: reactants, conditions, products, and yield The reactants are COC(C1=CN=C(C=C1)OC1=CC(=C(C=C1)C(C(C(F)(F)F)(C=1C=CC2=C(N(C(CO2)=O)C)C1)O)C)Cl)=O (6-{3-chloro-4-[3,3,3-trifluoro-2-hydroxy-1-methyl-2-(4-methyl-3-oxo-3,4-dihydro-2H-benzo[1,4]oxazin-6-yl)-propyl]-phenoxy}-nicotinic acid methyl ester), [Li+].[OH-] (LiOH). Product: ClC=1C=C(OC2=NC=C(C(=O)O)C=C2)C=CC1C(C(C(F)(F)F)(C=1C=CC2=C(N(C(CO2)=O)C)C1)O)C (6-{3-Chloro-4-[3,3,3-trifluoro-2-hydroxy-1-methyl-2-(4-methyl-3-oxo-3,4-dihydro-2H-benzo[1,4]oxazin-6-yl)-propyl]-phenoxy}-nicotinic acid). As a reaction SMILES: C[O:2][C:3](=[O:38])[C:4]1[CH:9]=[CH:8][C:7]([O:10][C:11]2[CH:16]=[CH:15][C:14]([CH:17]([CH3:36])[C:18]([OH:35])([C:23]3[CH:24]=[CH:25][C:26]4[O:31][CH2:30][C:29](=[O:32])[N:28]([CH3:33])[C:27]=4[CH:34]=3)[C:19]([F:22])([F:21])[F:20])=[C:13]([Cl:37])[CH:12]=2)=[N:6][CH:5]=1.[Li+].[OH-]>>[Cl:37][C:13]1[CH:12]=[C:11]([CH:16]=[CH:15][C:14]=1[CH:17]([CH3:36])[C:18]([OH:35])([C:23]1[CH:24]=[CH:25][C:26]2[O:31][CH2:30][C:29](=[O:32])[N:28]([CH3:33])[C:27]=2[CH:34]=1)[C:19]([F:20])([F:21])[F:22])[O:10][C:7]1[CH:8]=[CH:9][C:4]([C:3]([OH:38])=[O:2])=[CH:5][N:6]=1 |f:1.2|. Procedure: In analogy to Example 228, 6-{3-chloro-4-[3,3,3-trifluoro-2-hydroxy-1-methyl-2-(4-methyl-3-oxo-3,4-dihydro-2H-benzo[1,4]oxazin-6-yl)-propyl]-phenoxy}-nicotinic acid methyl ester (Example 229) was hydrolyzed with 1 M aqueous LiOH solution (4 h, r.t.) to give the title compound as a white solid. MS (m/e, ISP neg. ion)=535.1 [M−H+]. The reactants are BrC=1C=C2C(=NC1)NC=C2C=2N=C(SC2)N (4-(5-Bromo-1H-pyrrolo[2,3-b]pyridin-3-yl)-thiazol-2-ylamine), CN1CCN(CC1)CC1=CC=C(C=C1)B1OC(C(O1)(C)C)(C)C (1-Methyl-4-[4-(4,4,5,5-tetramethyl-[1,3,2]dioxaborolan-2-yl)-benzyl]-piperazine), C(=O)([O-])[O-].[Na+].[Na+] (Na2CO3). The reagents and catalysts are Cl[Pd]([P](C1=CC=CC=C1)(C2=CC=CC=C2)C3=CC=CC=C3)([P](C4=CC=CC=C4)(C5=CC=CC=C5)C6=CC=CC=C6)Cl (bis(triphenylphosphine)-palladium(II) dichloride). Run in C(C)#N (acetonitrile). Reaction conditions: temperature 175 celsius. The product is CN1CCN(CC1)CC1=CC=C(C=C1)C=1C=C2C(=NC1)NC=C2C=2N=C(SC2)N (4-{5-[4-(4-Methyl-piperazin-1-ylmethyl)-phenyl]-1H-pyrrolo[2,3-b]pyridin-3-yl}-thiazol-2-ylamine). Reaction SMILES: Br[C:2]1[CH:3]=[C:4]2[C:10]([C:11]3[N:12]=[C:13]([NH2:16])[S:14][CH:15]=3)=[CH:9][NH:8][C:5]2=[N:6][CH:7]=1.[CH3:17][N:18]1[CH2:23][CH2:22][N:21]([CH2:24][C:25]2[CH:30]=[CH:29][C:28](B3OC(C)(C)C(C)(C)O3)=[CH:27][CH:26]=2)[CH2:20][CH2:19]1.C([O-])([O-])=O.[Na+].[Na+]>C(#N)C.Cl[Pd](Cl)([P](C1C=CC=CC=1)(C1C=CC=CC=1)C1C=CC=CC=1)[P](C1C=CC=CC=1)(C1C=CC=CC=1)C1C=CC=CC=1>[CH3:17][N:18]1[CH2:23][CH2:22][N:21]([CH2:24][C:25]2[CH:30]=[CH:29][C:28]([C:2]3[CH:3]=[C:4]4[C:10]([C:11]5[N:12]=[C:13]([NH2:16])[S:14][CH:15]=5)=[CH:9][NH:8][C:5]4=[N:6][CH:7]=3)=[CH:27][CH:26]=2)[CH2:20][CH2:19]1 |f:2.3.4,^1:51,70|. Procedure details: In a personal chemistry microwave reaction vial 4-(5-Bromo-1H-pyrrolo[2,3-b]pyridin-3-yl)-thiazol-2-ylamine (0.2 g, 0.67 mmol) and 1-Methyl-4-[4-(4,4,5,5-tetramethyl-[1,3,2]dioxaborolan-2-yl)-benzyl]-piperazine (0.23 g, 0.74 mmol), bis(triphenylphosphine)-palladium(II) dichloride (0.004 g, 0.006 mmol) in acetonitrile (2 mL), and 1 M Na2CO3 (2 mL) were added. The resulting mixture was de-gassed with N2 for 10 min, after which it was heated at 175° C. for 30 min in a Personal Chemistry Optimizer. ... The reactants are NC=1C=CC2=C(N=C(S2)NC(C2=CC=CC=C2)=O)C1 (N-(5-aminobenzothiazol-2-yl)benzamide), ClC1=NC=CC(=N1)NC1=NNC(=C1)C ((2-chloropyrimidin-4-yl)-(5-methylpyrazol-3-yl)amine). Solvent: C(C)O (ethanol). Product: CC1=CC(=NN1)NC1=NC(=NC=C1)NC=1C=CC2=C(N=C(S2)NC(C2=CC=CC=C2)=O)C1 (N-{5-[4-(5-Methylpyrazol-3-ylamino)pyrimidin-2-ylamino]benzothiazol-2-yl}benzamide). As a reaction SMILES: [NH2:1][C:2]1[CH:3]=[CH:4][C:5]2[S:9][C:8]([NH:10][C:11](=[O:18])[C:12]3[CH:17]=[CH:16][CH:15]=[CH:14][CH:13]=3)=[N:7][C:6]=2[CH:19]=1.Cl[C:21]1[N:26]=[C:25]([NH:27][C:28]2[CH:32]=[C:31]([CH3:33])[NH:30][N:29]=2)[CH:24]=[CH:23][N:22]=1>C(O)C>[CH3:33][C:31]1[NH:30][N:29]=[C:28]([NH:27][C:25]2[CH:24]=[CH:23][N:22]=[C:21]([NH:1][C:2]3[CH:3]=[CH:4][C:5]4[S:9][C:8]([NH:10][C:11](=[O:18])[C:12]5[CH:17]=[CH:16][CH:15]=[CH:14][CH:13]=5)=[N:7][C:6]=4[CH:19]=3)[N:26]=2)[CH:32]=1. Reported procedure: N-{5-[4-(5-Methylpyrazol-3-ylamino)pyrimidin-2-ylamino]benzothiazol-2-yl}benzamide was prepared by beating a mixture of N-(5-aminobenzothiazol-2-yl)benzamide (IM 5, 35 mg, 0.13 mmol) and (2-chloropyrimidin-4-yl)-(5-methylpyrazol-3-yl)amine (IM 11, 30 mg, 0.143 mmol) in ethanol (3 mL) to 80° C. for 9 h. The precipitate was separated by filtration, washed with ethanol and dried (32 mg, 72 μmol, 56%) LC/ESI-MS: m/z=443 [M+H]+; m/z 441 [M−H]−; Rt=2.92 min. Reactants: S(C)C (Me2S), ClC=1C=C(C=CC1)[C@@H]([C@H]1CN(CCO1)C(=O)OC(C)(C)C)OCC#N ((R)-tert-butyl 2-((S)-(3-chlorophenyl)(cyanomethoxy)methyl)morpholine-4-carboxylate), CO (MeOH). Solvent: C1CCOC1 (THF), C1CCOC1 (THF). Product: NCCO[C@H]([C@H]1CN(CCO1)C(=O)OC(C)(C)C)C1=CC(=CC=C1)Cl ((R)-tert-butyl 2-((S)-(2-aminoethoxy)(3-chlorophenyl)methyl)morpholine-4-carboxylate). RXN SMILES: [Cl:1][C:2]1[CH:3]=[C:4]([C@H:8]([O:22][CH2:23][C:24]#[N:25])[C@@H:9]2[O:14][CH2:13][CH2:12][N:11]([C:15]([O:17][C:18]([CH3:21])([CH3:20])[CH3:19])=[O:16])[CH2:10]2)[CH:5]=[CH:6][CH:7]=1.S(C)C.CO>C1COCC1>[NH2:25][CH2:24][CH2:23][O:22][C@@H:8]([C:4]1[CH:5]=[CH:6][CH:7]=[C:2]([Cl:1])[CH:3]=1)[C@@H:9]1[O:14][CH2:13][CH2:12][N:11]([C:15]([O:17][C:18]([CH3:21])([CH3:20])[CH3:19])=[O:16])[CH2:10]1. Reported procedure: (R)-tert-butyl 2-((S)-(3-chlorophenyl)(cyanomethoxy)methyl)morpholine-4-carboxylate (1.3 g, 3.55 mmol) was dissolved in anhydrous THF (25 mL), and the solution was heated to reflux under N2. A solution of BH3.Me2S in THF (5 mL) was added dropwise, and stirring was continued under reflux overnight. The resulting solution was cooled to rt, MeOH was added dropwise to quench the reaction until gas evolution ceased. After evaporation of the solution, the crude product was used for the next step. The reactants are O=C1CC2COCC(C1)N2Cc1ccccc1, COCCOC, CCOC(=O)CP(=O)(OCC)OCC, [H-], [Na+], O. Yields the product CCOC(=O)C=C1CC2COCC(C1)N2Cc1ccccc1. RXN SMILES: [CH2:17]([c:18]1[cH:19][cH:20][cH:21][cH:22][cH:23]1)[N:24]1[CH:25]2[CH2:26][O:27][CH2:28][CH:29]1[CH2:30][C:31](=[O:33])[CH2:32]2.[CH3:35][O:36][CH2:37][CH2:38][O:39][CH3:40].[CH3:3][CH2:4][O:5][C:6](=[O:7])[CH2:8][P:9]([O:10][CH2:11][CH3:12])([O:13][CH2:14][CH3:15])=[O:16].[H-:1].[Na+:2].[OH2:34]>>[CH3:3][CH2:4][O:5][C:6](=[O:7])[CH:8]=[C:31]1[CH2:30][CH:29]2[N:24]([CH2:17][c:18]3[cH:19][cH:20][cH:21][cH:22][cH:23]3)[CH:25]([CH2:26][O:27][CH2:28]2)[CH2:32]1. The reactants are C(C=C)OC1(CCN(CC1)C1=C(C(=NC=2N1N=C(C2)COCC2=C(C=CC(=C2)F)O[C@@H](C)CC=C)C)[C@@H](C(=O)OCC)OC(C)(C)C)C ((S)-ethyl 2-(7-(4-(allyloxy)-4-methylpiperidin-1-yl)-2-(((5-fluoro-2-((S)-pent-4-en-2-yloxy)benzyl)oxy)methyl)-5-methylpyrazolo[1,5-a]pyrimidin-6-yl)-2-(tert-butoxy)acetate). Reagents/catalysts: C1(=C(C(=CC(=C1)C)C)N1C(N(CC1)C1=C(C=C(C=C1C)C)C)=[Ru](=CC1=C(C=CC=C1)OC(C)C)(Cl)Cl)C ((1,3-dimesitylimidazolidin-2-ylidene)(2-isopropoxybenzylidene)ruthenium(VI) chloride), [Cu]I (copper(I) iodide). Run in ClCCCl (DCE). Conditions: temperature 90 celsius, time 3 hour. Yields the product C(C)(C)(C)O[C@H](C(=O)OCC)C1=C2N3CCC(OC\C=C/C[C@@H](OC=4C=CC(=CC4COCC4=NN2C(N=C1C)=C4)F)C)(CC3)C (ethyl (2S)-2-(tert-butoxy)-2-[(20S,22Z)-15-fluoro-4,20,26-trimethyl-11,19,25-trioxa-1,5,7,8-tetraazapentacyclo[24.2.2.16,9.02,7.013,18]hentriaconta-2,4,6(31),8,13(18),14,16,22-octaen-3-yl]acetate). The yield is 32.5%. Reaction SMILES: [CH2:1]([O:4][C:5]1([CH3:48])[CH2:10][CH2:9][N:8]([C:11]2[N:16]3[N:17]=[C:18]([CH2:20][O:21][CH2:22][C:23]4[CH:28]=[C:27]([F:29])[CH:26]=[CH:25][C:24]=4[O:30][C@H:31]([CH2:33][CH:34]=[CH2:35])[CH3:32])[CH:19]=[C:15]3[N:14]=[C:13]([CH3:36])[C:12]=2[C@H:37]([O:43][C:44]([CH3:47])([CH3:46])[CH3:45])[C:38]([O:40][CH2:41][CH3:42])=[O:39])[CH2:7][CH2:6]1)C=C>ClCCCl.C1(C)C=C(C)C=C(C)C=1N1CCN(C2C(C)=CC(C)=CC=2C)C1=[Ru](Cl)(Cl)=CC1C=CC=CC=1OC(C)C.[Cu]I>[C:44]([O:43][C@@H:37]([C:12]1[C:13]([CH3:36])=[N:14][C:15]2=[CH:19][C:18]3=[N:17][N:16]2[C:11]=1[N:8]1[CH2:9][CH2:10][C:5]([CH3:48])([O:4][CH2:1][CH:35]=[CH:34][CH2:33][C@H:31]([CH3:32])[O:30][C:24]2[CH:25]=[CH:26][C:27]([F:29])=[CH:28][C:23]=2[CH2:22][O:21][CH2:20]3)[CH2:6][CH2:7]1)[C:38]([O:40][CH2:41][CH3:42])=[O:39])([CH3:46])([CH3:47])[CH3:45]. Procedure details: To a solution of (S)-ethyl 2-(7-(4-(allyloxy)-4-methylpiperidin-1-yl)-2-(((5-fluoro-2-((S)-pent-4-en-2-yloxy)benzyl)oxy)methyl)-5-methylpyrazolo[1,5-a]pyrimidin-6-yl)-2-(tert-butoxy)acetate (0.1481 g, 0.222 mmol) in DCE (500 mL) were added (1,3-dimesitylimidazolidin-2-ylidene)(2-isopropoxybenzylidene)ruthenium(VI) chloride (0.035 g, 0.056 mmol) and copper(I) iodide (0.042 g, 0.222 mmol) and the resulting solution was stirred at 90° C. for 3 h. The mixture was cooled to rt and concentrated. The r...